From a dataset of the Open Reaction Database (ORD), a public repository of structured organic reaction records. describe an organic reaction: reactants, conditions, products, and yield Reactants: CCCC[N+](CCCC)(CCCC)CCCC, ClCOCc1ccccc1, ClCCl, [I-], O, O=c1cc[nH]c(=O)[nH]1. The product is O=c1ccn(COCc2ccccc2)c(=O)[nH]1. As a reaction SMILES: [CH2:24]([N+:25]([CH2:26][CH2:27][CH2:28][CH3:29])([CH2:30][CH2:31][CH2:32][CH3:33])[CH2:34][CH2:35][CH2:36][CH3:37])[CH2:38][CH2:39][CH3:40].[CH2:9]([c:10]1[cH:11][cH:12][cH:13][cH:14][cH:15]1)[O:16][CH2:17][Cl:18].[Cl:20][CH2:21][Cl:22].[I-:23].[OH2:19].[nH:1]1[c:2](=[O:8])[nH:3][c:4](=[O:7])[cH:5][cH:6]1>>[n:1]1([CH2:17][O:16][CH2:9][c:10]2[cH:11][cH:12][cH:13][cH:14][cH:15]2)[c:2](=[O:8])[nH:3][c:4](=[O:7])[cH:5][cH:6]1. Starting materials: OCC1=CC(=C(C(=C1)C)CCCO)C (3-(4-hydroxymethyl-2,6-dimethyl-phenyl)-propan-1-ol). Reagents/catalysts: O=[Mn]=O (MnO2). Run in C(C)O (ethanol). Run at temperature 85 celsius, time 24 hour. The product is OCCCC1=C(C=C(C=O)C=C1C)C (4-(3-hydroxy-propyl)-3,5-dimethyl-benzaldehyde). As a reaction SMILES: [OH:1][CH2:2][C:3]1[CH:8]=[C:7]([CH3:9])[C:6]([CH2:10][CH2:11][CH2:12][OH:13])=[C:5]([CH3:14])[CH:4]=1>C(O)C.O=[Mn]=O>[OH:13][CH2:12][CH2:11][CH2:10][C:6]1[C:7]([CH3:9])=[CH:8][C:3]([CH:2]=[O:1])=[CH:4][C:5]=1[CH3:14]. Procedure: To a solution of 3-(4-hydroxymethyl-2,6-dimethyl-phenyl)-propan-1-ol (850 mg, 4.38 mmol) in ethanol (20 mL), MnO2 (1.14 g, 13.1 mmol) is added and the resulting suspension is stirred at 85° C. for 24 h. The mixture is filtered through celite and the solvent of the filtrate is evaporated. The product is purified by CC on silica gel eluting with DCM containing 3% of methanol to give 4-(3-hydroxy-propyl)-3,5-dimethyl-benzaldehyde as a pale yellow solid; LC-MS: tR=0.81 min; 1H NMR (CDCl3): δ 9.89 (s... Starting materials: C(C)OC(=O)CN1CCN(CCN(CCNCC1)CC(=O)OCC)CC(=O)OCC (N,N',N"-tris-(ethoxycarbonylmethyl)-1,4,7,10-tetraazacyclododecane), C(C1=CC=CC=C1)N(S(=O)(=O)C)CC1OC1 (N-benzyl-N-[(2-oxiranyl)-methyl]-methanesulfonic acid amide). Solvent: C(C)O (ethanol). The product is C(C1=CC=CC=C1)N(CC(CN1CCN(CCN(CCN(CC1)CC(=O)OCC)CC(=O)OCC)CC(=O)OCC)O)S(=O)(=O)C (1-[3-(N-Benzyl-mesylamino)-2-hydroxypropyl]-4,7,10-tris-(ethoxycarbonylmethyl)-1,4,7,10-tetraazacyclododecane). As a reaction SMILES: [CH2:1]([O:3][C:4]([CH2:6][N:7]1[CH2:18][CH2:17][NH:16][CH2:15][CH2:14][N:13]([CH2:19][C:20]([O:22][CH2:23][CH3:24])=[O:21])[CH2:12][CH2:11][N:10]([CH2:25][C:26]([O:28][CH2:29][CH3:30])=[O:27])[CH2:9][CH2:8]1)=[O:5])[CH3:2].[CH2:31]([N:38]([CH2:43][CH:44]1[CH2:46][O:45]1)[S:39]([CH3:42])(=[O:41])=[O:40])[C:32]1[CH:37]=[CH:36][CH:35]=[CH:34][CH:33]=1>C(O)C>[CH2:31]([N:38]([S:39]([CH3:42])(=[O:41])=[O:40])[CH2:43][CH:44]([OH:45])[CH2:46][N:16]1[CH2:15][CH2:14][N:13]([CH2:19][C:20]([O:22][CH2:23][CH3:24])=[O:21])[CH2:12][CH2:11][N:10]([CH2:25][C:26]([O:28][CH2:29][CH3:30])=[O:27])[CH2:9][CH2:8][N:7]([CH2:6][C:4]([O:3][CH2:1][CH3:2])=[O:5])[CH2:18][CH2:17]1)[C:32]1[CH:33]=[CH:34][CH:35]=[CH:36][CH:37]=1. Procedure details: 200 ml of absolute ethanol is poured over 8.61 g (20 mmol) of N,N',N"-tris-(ethoxycarbonylmethyl)-1,4,7,10-tetraazacyclododecane (produced according to DE 36 25 417 A1) in a bomb tube. After 4.83 g (20 mmol) of N-benzyl-N-[(2-oxiranyl)-methyl]-methanesulfonic acid amide is added (Example 2e), the bomb tube is closed, flushed with nitrogen, and the resulting reaction mixture is heated for 16 hours to 90° C. After the reaction (TLC control) is completed, the solvent is evaporated in a vacuum and t... Reactants: CN(C)C=O, N#Cc1c(F)cccc1F, [H-], [Na+], OCc1ccsc1. Yields the product N#Cc1c(F)cccc1OCc1ccsc1. Reaction SMILES: [CH3:20][N:21]([CH3:22])[CH:23]=[O:24].[F:10][c:11]1[c:12]([C:13]#[N:14])[c:15]([F:19])[cH:16][cH:17][cH:18]1.[H-:8].[Na+:9].[s:1]1[cH:2][c:3]([CH2:6][OH:7])[cH:4][cH:5]1>>[s:1]1[cH:2][c:3]([CH2:6][O:7][c:15]2[c:12]([C:13]#[N:14])[c:11]([F:10])[cH:18][cH:17][cH:16]2)[cH:4][cH:5]1.